This data is from the Open Reaction Database (ORD), a public repository of structured organic reaction records. The task is: describe an organic reaction: reactants, conditions, products, and yield The reactants are C(CCCCCCCCCCCCCCC)P(O)O (hexadecylphosphonous acid), OO (hydrogen peroxide). Solvent: O (water). Run at time 6 hour. The product is C(CCCCCCCCCCCCCCC)P(O)(O)=O (hexadecylphosphonic acid). Yield: 97.0%. As a reaction SMILES: [CH2:1]([P:17]([OH:19])[OH:18])[CH2:2][CH2:3][CH2:4][CH2:5][CH2:6][CH2:7][CH2:8][CH2:9][CH2:10][CH2:11][CH2:12][CH2:13][CH2:14][CH2:15][CH3:16].[OH:20]O>O>[CH2:1]([P:17](=[O:20])([OH:19])[OH:18])[CH2:2][CH2:3][CH2:4][CH2:5][CH2:6][CH2:7][CH2:8][CH2:9][CH2:10][CH2:11][CH2:12][CH2:13][CH2:14][CH2:15][CH3:16]. Procedure: 29.0 g (0.1 mol) of hexadecylphosphonous acid (produced as in example 7) are suspended in 150 ml of water and at about 30° C. 30% strength hydrogen peroxide solution is passed through the suspension at a flow rate of 1 mol equivalent per hour. After the reaction has ended after 6 hours, the reaction solution is filtered and the residue is dried under reduced pressure to obtain 29.7 g (97% of theory) of hexadecylphosphonic acid as a colorless solid. The reactants are CC(=O)OC(C)=O, ClCCl, Cc1ccc2cccc(OCc3c(Cl)ccc(N(C)C(=O)CNC(=O)CSc4ccc(N)cc4)c3Cl)c2n1. Product: CC(=O)Nc1ccc(SCC(=O)NCC(=O)N(C)c2ccc(Cl)c(COc3cccc4ccc(C)nc34)c2Cl)cc1. As a reaction SMILES: [CH3:39][C:40](=[O:41])[O:42][C:43](=[O:44])[CH3:45].[Cl:46][CH2:47][Cl:48].[NH2:1][c:2]1[cH:3][cH:4][c:5]([S:8][CH2:9][C:10](=[O:11])[NH:12][CH2:13][C:14](=[O:15])[N:16]([CH3:17])[c:18]2[c:19]([Cl:38])[c:20]([CH2:21][O:22][c:23]3[cH:24][cH:25][cH:26][c:27]4[cH:28][cH:29][c:30]([CH3:33])[n:31][c:32]34)[c:34]([Cl:37])[cH:35][cH:36]2)[cH:6][cH:7]1>>[NH:1]([c:2]1[cH:3][cH:4][c:5]([S:8][CH2:9][C:10](=[O:11])[NH:12][CH2:13][C:14](=[O:15])[N:16]([CH3:17])[c:18]2[c:19]([Cl:38])[c:20]([CH2:21][O:22][c:23]3[cH:24][cH:25][cH:26][c:27]4[cH:28][cH:29][c:30]([CH3:33])[n:31][c:32]34)[c:34]([Cl:37])[cH:35][cH:36]2)[cH:6][cH:7]1)[C:40]([CH3:39])=[O:41]. The reactants are C1CCNCC1, Cc1cc(CCC(=O)N2CCN(C)CC2)[nH]c1C=O, CCO, O=C1Cc2c(ncnc2Nc2ccc(F)c(Cl)c2)N1. Yields the product Cc1cc(CCC(=O)N2CCN(C)CC2)[nH]c1C=C1C(=O)Nc2ncnc(Nc3ccc(F)c(Cl)c3)c21. RXN SMILES: [CH2:39]1[CH2:40][CH2:41][NH:42][CH2:43][CH2:44]1.[CH3:20][c:21]1[c:22]([CH:37]=[O:38])[nH:23][c:24]([CH2:26][CH2:27][C:28](=[O:29])[N:30]2[CH2:31][CH2:32][N:33]([CH3:36])[CH2:34][CH2:35]2)[cH:25]1.[CH3:45][CH2:46][OH:47].[Cl:1][c:2]1[cH:3][c:4]([NH:9][c:10]2[c:11]3[c:12]([n:13][cH:14][n:15]2)[NH:16][C:17](=[O:19])[CH2:18]3)[cH:5][cH:6][c:7]1[F:8]>>[Cl:1][c:2]1[cH:3][c:4]([NH:9][c:10]2[c:11]3[c:12]([n:13][cH:14][n:15]2)[NH:16][C:17](=[O:19])[C:18]3=[CH:37][c:22]2[c:21]([CH3:20])[cH:25][c:24]([CH2:26][CH2:27][C:28](=[O:29])[N:30]3[CH2:31][CH2:32][N:33]([CH3:36])[CH2:34][CH2:35]3)[nH:23]2)[cH:5][cH:6][c:7]1[F:8]. Starting materials: C1=CC(=CC=C1N)O (p-aminophenol), C(C)(C)(C)N1CC(C1)O (1-(tert.-butyl)-3-azetidinol), [OH-].[K+] (potassium hydroxide). Solvent: Cl (hydrochloric acid). Reaction conditions: temperature 140 celsius. Yields the product 8g, NC1=CC=C(OCC(CNC(C)(C)C)O)C=C1 (1-(p-aminophenoxy)-3-(tert.-butylamino)-2-propanol). As a reaction SMILES: [CH:1]1[C:6]([NH2:7])=[CH:5][CH:4]=[C:3]([OH:8])[CH:2]=1.[C:9]([N:13]1[CH2:16][CH:15]([OH:17])[CH2:14]1)([CH3:12])([CH3:11])[CH3:10].[OH-].[K+]>Cl>[NH2:7][C:6]1[CH:5]=[CH:4][C:3]([O:8][CH2:16][CH:15]([OH:17])[CH2:14][NH:13][C:9]([CH3:12])([CH3:11])[CH3:10])=[CH:2][CH:1]=1 |f:2.3|. Procedure: A mixture of 21.8 g of p-aminophenol, 22 g of 1-(tert.-butyl)-3-azetidinol and 0.73 g of potassium hydroxide was heated under nitrogen gas at 140° C. for 8 hours with agitation. The reaction mixture was cooled and dissolved in concentrated hydrochloric acid and the solution was extracted with ether. The hydrochloric acid aqueous solution was made alkaline with 10% -NaOH aqueous solution and then extracted with ether. The ether solution was washed with water and dried over anhydrous sodium sulfat... The reactants are O.[OH-].[Li+] (Lithium hydroxide monohydrate), COC(C1=CC(=C(C=C1)CCC(=O)N1CCN(CC1)CCC(C)(C)C)C)=O (4-{3-[4-(3,3-dimethyl-butyl)-piperazin-1-yl]-3-oxo-propyl}-3-methyl-benzoic acid methyl ester). Run in O (water), C1CCOC1 (THF). Run at time 24 hour. The product is CC(CCN1CCN(CC1)C(CCC1=C(C=C(C(=O)O)C=C1)C)=O)(C)C (4-{3-[4-(3,3-Dimethyl-butyl)-piperazin-1-yl]-3-oxo-propyl}-3-methyl-benzoic Acid). Yield: 99.0%. As a reaction SMILES: O.[OH-].[Li+].C[O:5][C:6](=[O:30])[C:7]1[CH:12]=[CH:11][C:10]([CH2:13][CH2:14][C:15]([N:17]2[CH2:22][CH2:21][N:20]([CH2:23][CH2:24][C:25]([CH3:28])([CH3:27])[CH3:26])[CH2:19][CH2:18]2)=[O:16])=[C:9]([CH3:29])[CH:8]=1>C1COCC1.O>[CH3:26][C:25]([CH3:28])([CH3:27])[CH2:24][CH2:23][N:20]1[CH2:21][CH2:22][N:17]([C:15](=[O:16])[CH2:14][CH2:13][C:10]2[CH:11]=[CH:12][C:7]([C:6]([OH:30])=[O:5])=[CH:8][C:9]=2[CH3:29])[CH2:18][CH2:19]1 |f:0.1.2|. Procedure details: Lithium hydroxide monohydrate (2.4 g, 56.7 mmol) was added to a solution of 4-{3-[4-(3,3-dimethyl-butyl)-piperazin-1-yl]-3-oxo-propyl}-3-methyl-benzoic acid methyl ester from Example E44.1 (8.5 g, 22.7 mmol) in THF (200 ml) and water (100 ml). The mixture was stirred for 24 h at room temperature then solvents were removed in vacuo. The residue was purified by flash chromatography on silica gel (eluant; 2% acetic acid:4% methanol:94% dichloromethane) to yield the title compound (8.1 g, 99%). The reactants are CC(C)(C)OC(=O)N1CCC(Nc2ccc(OCc3ccccc3)cn2)CC1, CO. The product is CC(C)(C)OC(=O)N1CCC(Nc2ccc(O)cn2)CC1. As a reaction SMILES: [C:1]([CH3:2])([CH3:3])([CH3:4])[O:5][C:6](=[O:7])[N:8]1[CH2:9][CH2:10][CH:11]([NH:14][c:15]2[n:16][cH:17][c:18]([O:21][CH2:22][c:23]3[cH:24][cH:25][cH:26][cH:27][cH:28]3)[cH:19][cH:20]2)[CH2:12][CH2:13]1.[CH3:29][OH:30]>>[C:1]([CH3:2])([CH3:3])([CH3:4])[O:5][C:6](=[O:7])[N:8]1[CH2:9][CH2:10][CH:11]([NH:14][c:15]2[n:16][cH:17][c:18]([OH:21])[cH:19][cH:20]2)[CH2:12][CH2:13]1. Starting materials: FC=1C=C(C#N)C=C(C1CO)F (3,5-difluoro-4-(hydroxymethyl)benzonitrile), P(Br)(Br)Br (PBr3). Run in C(Cl)Cl (DCM). Run at temperature 0 celsius, time 1 hour. Yields the product BrCC1=C(C=C(C#N)C=C1F)F (4-(bromomethyl)-3,5-difluorobenzonitrile). Isolated yield 63.0%. As a reaction SMILES: [F:1][C:2]1[CH:3]=[C:4]([CH:7]=[C:8]([F:12])[C:9]=1[CH2:10]O)[C:5]#[N:6].P(Br)(Br)[Br:14]>C(Cl)Cl>[Br:14][CH2:10][C:9]1[C:2]([F:1])=[CH:3][C:4]([C:5]#[N:6])=[CH:7][C:8]=1[F:12]. Procedure: To a solution of 3,5-difluoro-4-(hydroxymethyl)benzonitrile (all material from above reaction) in DCM at 0° C. was added PBr3 (283 μL, 3 mmol). After stirring 1 h at 0° C., the reaction mixture was quenched with water and then extracted with DCM. The combined extracts were washed with satd NaHCO3, dried over Na2SO4 and concentrated to yield 4-(bromomethyl)-3,5-difluorobenzonitrile (0.88 g, 63%, combined yield) as a white solid. 1H NMR (400 MHz, CDCl3) δ 7.31-7.18 (m, 1H), 4.51 (d, J=10.1, 1H); G...